This data is from the Open Reaction Database (ORD), a public repository of structured organic reaction records. The task is: describe an organic reaction: reactants, conditions, products, and yield Reactants: Cc1ccc(O)cc1, CCOC(C)=O, O=S(=O)(CCl)c1ccc(F)cc1, [K+], [K+], O=C([O-])[O-], O. The product is Cc1ccc(Oc2ccc(S(=O)(=O)CCl)cc2)cc1. As a reaction SMILES: [CH3:13][c:14]1[cH:15][cH:16][c:17]([OH:20])[cH:18][cH:19]1.[CH3:27][CH2:28][O:29][C:30]([CH3:31])=[O:32].[Cl:1][CH2:2][S:3](=[O:4])(=[O:5])[c:6]1[cH:7][cH:8][c:9]([F:12])[cH:10][cH:11]1.[K+:21].[K+:22].[O-:23][C:24]([O-:25])=[O:26].[OH2:33]>>[Cl:1][CH2:2][S:3](=[O:4])(=[O:5])[c:6]1[cH:7][cH:8][c:9]([O:20][c:17]2[cH:16][cH:15][c:14]([CH3:13])[cH:19][cH:18]2)[cH:10][cH:11]1. The reactants are ClC1=CC=C2C(=CC=NC2=C1)N1C(=C(C2=CC(=CC=C12)OC)CC(=O)OCC)C (ethyl 1-(7-chloroquinol-4-yl)-5-methoxy-2-methylindol-3-ylacetate), S(O)(O)(=O)=O (sulphuric acid), C(C)(=O)[O-].[Na+] (sodium acetate). Solvent: CO (methanol). Yields the product COC=1C=C2C(=C(N(C2=CC1)C1=CC=NC2=CC=CC=C12)C)CC(=O)OC (methyl 5-methoxy-2-methyl-1-quinol-4-ylindol-3-ylacetate). Reaction SMILES: Cl[C:2]1[CH:11]=[C:10]2[C:5]([C:6]([N:12]3[C:20]4[C:15](=[CH:16][C:17]([O:21][CH3:22])=[CH:18][CH:19]=4)[C:14]([CH2:23][C:24]([O:26][CH2:27]C)=[O:25])=[C:13]3[CH3:29])=[CH:7][CH:8]=[N:9]2)=[CH:4][CH:3]=1.S(=O)(=O)(O)O.C([O-])(=O)C.[Na+]>CO>[CH3:22][O:21][C:17]1[CH:16]=[C:15]2[C:20](=[CH:19][CH:18]=1)[N:12]([C:6]1[C:5]3[C:10](=[CH:11][CH:2]=[CH:3][CH:4]=3)[N:9]=[CH:8][CH:7]=1)[C:13]([CH3:29])=[C:14]2[CH2:23][C:24]([O:26][CH3:27])=[O:25] |f:2.3|. Reported procedure: 5-Methoxy-2-methyl-1-quinol-4-ylindol-3-ylacetic acid (2g.) in methanol (30ml.) containing concentrated sulphuric acid (1 ml.) was refluxed for 2 hours. The resulting red solution was treated with saturated methanolic sodium acetate solution (30ml.) and the methanol then evaporated in vacuo. The residue was diluted with water (50ml.) and extracted with diethyl ether (2 × 30ml.). The ether extracts were dried (MgSO4) and evaporated, to yield methyl 5-methoxy-2-methyl-1-quinol-4-ylindol-3-ylacetat... The reactants are ClC1=C(C=C(C=C1)[C@H](N[S@](=O)C(C)(C)C)C=1C=NN(C1)C)F ((R)—N—((S)-(4-chloro-3-fluorophenyl)(1-methyl-1H-pyrazol-4-yl)methyl)-2-methylpropane-2-sulfinamide), Cl.CO (HCl methanol). Run at time 2 hour. Product: Cl.ClC1=C(C=C(C=C1)[C@H](N)C=1C=NN(C1)C)F ((S)-(4-Chloro-3-fluorophenyl)(1-methyl-1H-pyrazol-4-yl)methanamine hydrochloride). The yield is 56.0%. Reaction SMILES: [Cl:1][C:2]1[CH:7]=[CH:6][C:5]([C@@H:8]([C:16]2[CH:17]=[N:18][N:19]([CH3:21])[CH:20]=2)[NH:9][S@@](C(C)(C)C)=O)=[CH:4][C:3]=1[F:22].Cl.CO>>[ClH:1].[Cl:1][C:2]1[CH:7]=[CH:6][C:5]([C@@H:8]([C:16]2[CH:17]=[N:18][N:19]([CH3:21])[CH:20]=2)[NH2:9])=[CH:4][C:3]=1[F:22] |f:1.2,3.4|. Reported procedure: To a solution of 48 (2.9 g, 8.4 mmol) in MBTE (40 mL) was added 3N HCl/methanol (6.0 mL, 18 mmol). The mixture was stirred for 2 h at RT. The resulting solid was filtered and washed with MTBE to afford 650 mg (35%) of 50a. 1H NMR (500 MHz, CD3OD) δ 7.46-7.43 (m, 2H), 7.38 (s, 1H), 7.31 (dd, J=10.5, 2.0 Hz, 1H), 7.21 (dd, J=8.5, 1.5 Hz, 1H), 5.13 (s, 1H), 3.85 (s, 3H). LCMS (ESI) m/z: 240.0 [M+H]+. Product: COC(=O)COc1ccc(COc2ncccc2-c2nc3cc(F)c(F)cc3n2Cc2ccccc2)cc1. Reaction SMILES: [CH2:1]([c:2]1[cH:3][cH:4][cH:5][cH:6][cH:7]1)[n:8]1[c:9](-[c:19]2[c:20]([OH:25])[n:21][cH:22][cH:23][cH:24]2)[n:10][c:11]2[c:12]1[cH:13][c:14]([F:18])[c:15]([F:17])[cH:16]2.[CH3:26][O:27][C:28]([CH2:29][O:30][c:31]1[cH:32][cH:33][c:34]([CH2:37][Br:38])[cH:35][cH:36]1)=[O:39]>>[CH2:1]([c:2]1[cH:3][cH:4][cH:5][cH:6][cH:7]1)[n:8]1[c:9](-[c:19]2[c:20]([O:25][CH2:37][c:34]3[cH:33][cH:32][c:31]([O:30][CH2:29][C:28]([O:27][CH3:26])=[O:39])[cH:36][cH:35]3)[n:21][cH:22][cH:23][cH:24]2)[n:10][c:11]2[c:12]1[cH:13][c:14]([F:18])[c:15]([F:17])[cH:16]2. The reactants are Oc1ncccc1-c1nc2cc(F)c(F)cc2n1Cc1ccccc1, COC(=O)COc1ccc(CBr)cc1. Reactants: O=C([O-])[O-], C#CCBr, CCC(C)=O, COC(=O)c1cc(Cl)cc(Cl)c1O, [I-], [K+], [K+], [Na+]. Yields the product C#CCOc1c(Cl)cc(Cl)cc1C(=O)OC. Reaction SMILES: [C:18](=[O:19])([O-:20])[O-:21].[CH2:14]([C:15]#[CH:16])[Br:17].[CH3:26][C:27]([CH2:28][CH3:29])=[O:30].[Cl:1][c:2]1[c:3]([OH:13])[c:4]([C:5](=[O:6])[O:7][CH3:8])[cH:9][c:10]([Cl:12])[cH:11]1.[I-:25].[K+:22].[K+:23].[Na+:24]>>[Cl:1][c:2]1[c:3]([O:13][CH2:16][C:15]#[CH:14])[c:4]([C:5](=[O:6])[O:7][CH3:8])[cH:9][c:10]([Cl:12])[cH:11]1. Starting materials: [Si](C)(C)(C(C)(C)C)OC=1C=CC=C2C=CC(=NC12)/C=N/N=C/1\NC=CC(=C1)I (8-(tert-butyldimethylsilyloxy)-2-((E)-((Z)-(4-iodopyridin-2(1H)-ylidene)hydrazono)methyl)quinoline), C(C)(=O)O.C(C)(=O)O.IC1=CC=CC=C1 (Iodobenzene diacetate). The solvent is C1CCOC1 (THF). Run at time 5 minute. Product: [Si](C)(C)(C(C)(C)C)OC=1C=CC=C2C=CC(=NC12)C1=NN=C2N1C=CC(=C2)I (8-(tert-butyldimethylsilyloxy)-2-(7-iodo-[1,2,4]triazolo[4,3-a]pyridin-3-yl)quinoline). Reaction SMILES: [Si:1]([O:8][C:9]1[CH:10]=[CH:11][CH:12]=[C:13]2[C:18]=1[N:17]=[C:16](/[CH:19]=[N:20]/[N:21]=[C:22]1\[NH:23][CH:24]=[CH:25][C:26]([I:28])=[CH:27]\1)[CH:15]=[CH:14]2)([C:4]([CH3:7])([CH3:6])[CH3:5])([CH3:3])[CH3:2].C(O)(=O)C.C(O)(=O)C.IC1C=CC=CC=1>C1COCC1>[Si:1]([O:8][C:9]1[CH:10]=[CH:11][CH:12]=[C:13]2[C:18]=1[N:17]=[C:16]([C:19]1[N:23]3[CH:24]=[CH:25][C:26]([I:28])=[CH:27][C:22]3=[N:21][N:20]=1)[CH:15]=[CH:14]2)([C:4]([CH3:7])([CH3:5])[CH3:6])([CH3:3])[CH3:2] |f:1.2.3|. Procedure: 8-(tert-butyldimethylsilyloxy)-2-((E)-((Z)-(4-iodopyridin-2(1H)-ylidene)hydrazono)methyl)quinoline was weighed into a 1 neck flask and dissolved in THF. Iodobenzene diacetate (IBD) (4.199 g) was added portionwise, and the reaction was stirred for 5 minutes. The reaction was quenched with saturated Na2S2O3 (20 mL). The phases were separated, followed by extraction of the aqueous phase with DCM. The combined organics were dried over Na2SO4 and concentrated in vacuo. The crude material was purified... Reactants: FC1=C(C=C(C=C1)F)[N+](=O)[O-] (2,5-difluoronitrobenzene), Cl (hydrochloric acid), ice brine, NC1=NN(C=C1C(=O)OCC)C (ethyl 3-amino-1-methylpyrazole-4-carboxylate), C(CCC)[Li] (n-Butyl lithium). Run in O1CCCC1 (tetrahydrofuran), O1CCCC1 (tetrahydrofuran). Run at temperature -15 celsius, time 10 minute. Yields the product FC1=CC(=C(NC2=NN(C=C2C(=O)OCC)C)C=C1)[N+](=O)[O-] (Ethyl 3-(4-fluoro-2-nitroanilino)-1-methylpyrazole-4-carboxylate). Reaction SMILES: [NH2:1][C:2]1[C:6]([C:7]([O:9][CH2:10][CH3:11])=[O:8])=[CH:5][N:4]([CH3:12])[N:3]=1.C([Li])CCC.F[C:19]1[CH:24]=[CH:23][C:22]([F:25])=[CH:21][C:20]=1[N+:26]([O-:28])=[O:27].Cl>O1CCCC1>[F:25][C:22]1[CH:23]=[CH:24][C:19]([NH:1][C:2]2[C:6]([C:7]([O:9][CH2:10][CH3:11])=[O:8])=[CH:5][N:4]([CH3:12])[N:3]=2)=[C:20]([N+:26]([O-:28])=[O:27])[CH:21]=1. Procedure: A solution of ethyl 3-amino-1-methylpyrazole-4-carboxylate (Helv. Chim. Acta (1959) 42 349)(17 g) in dry tetrahydrofuran (250 ml) was stirred under nitrogen at -10° C. n-Butyl lithium (75 ml of 1.84 molar solution in hexane) was added at -10° to -15° C. The mixture was stirred at -15° C. for 10 minutes and a solution of 2,5-difluoronitrobenzene (16 g) in dry tetrahydrofuran (50 ml) was added at -15° to -10° C. The solution was warmed to room temperature and stirred for 1 hour. The ink-blue solut...